The task is: describe an organic reaction: reactants, conditions, products, and yield. This data is from the Open Reaction Database (ORD), a public repository of structured organic reaction records. Starting materials: ClC=1C=C(C=CC1Cl)O (3,4-dichlorophenol), [OH-].[Na+] (NaOH), C1(=CC=CC=C1)S(=O)(=O)C1=CC=C(C=C1)F (4-fluorophenyl phenyl sulfone), [OH-].[Na+] (NaOH), O (water). Solvent: CS(=O)C (DMSO). Reaction conditions: temperature 60 celsius. Product: C1(=CC=CC=C1)S(=O)(=O)C1=CC=C(OC2=CC(=C(C=C2)Cl)Cl)C=C1 (4-(4-(phenylsulfonyl)phenoxy)-1,2-dichlorobenzene). Yield: 84.2%. Reaction SMILES: [Cl:1][C:2]1[CH:3]=[C:4]([OH:9])[CH:5]=[CH:6][C:7]=1[Cl:8].[OH-].[Na+].[C:12]1([S:18]([C:21]2[CH:26]=[CH:25][C:24](F)=[CH:23][CH:22]=2)(=[O:20])=[O:19])[CH:17]=[CH:16][CH:15]=[CH:14][CH:13]=1.O>CS(C)=O>[C:12]1([S:18]([C:21]2[CH:26]=[CH:25][C:24]([O:9][C:4]3[CH:5]=[CH:6][C:7]([Cl:8])=[C:2]([Cl:1])[CH:3]=3)=[CH:23][CH:22]=2)(=[O:20])=[O:19])[CH:13]=[CH:14][CH:15]=[CH:16][CH:17]=1 |f:1.2|. Procedure: To a solution of 9.0 g (0.0550 mole) of 3,4-dichlorophenol dissolved in 150 ml of DMSO was added 2.20 g (0.0550 mole) of NaOH. The mixture was heated to 60° C. and 12.5 g (0.0529 mole) of 4-fluorophenyl phenyl sulfone was added. The reaction mixture was heated at 125° C. for 3.25 hrs and cooled. The mixture was poured into a solution of 100 ml of 20% aqueous NaOH and 600 ml of water. The crystalline product was collected by filtration, washed well with water and partially dried. Recrystallizatio... Starting materials: Cc1ccccc1, CCC(C)O, CC(C)OC(=O)N=NC(=O)OC(C)C, COC(=O)c1cccc(O)c1, c1ccc(P(c2ccccc2)c2ccccc2)cc1. Product: CCC(C)Oc1cccc(C(=O)OC)c1. RXN SMILES: [CH3:50][c:51]1[cH:52][cH:53][cH:54][cH:55][cH:56]1.[CH:12]([CH3:13])([CH2:14][CH3:15])[OH:16].[O:36]=[C:37]([O:38][CH:39]([CH3:40])[CH3:41])[N:42]=[N:43][C:44]([O:45][CH:46]([CH3:47])[CH3:48])=[O:49].[OH:1][c:2]1[cH:3][c:4]([C:5](=[O:6])[O:7][CH3:8])[cH:9][cH:10][cH:11]1.[c:17]1([P:18]([c:19]2[cH:20][cH:21][cH:22][cH:23][cH:24]2)[c:25]2[cH:26][cH:27][cH:28][cH:29][cH:30]2)[cH:31][cH:32][cH:33][cH:34][cH:35]1>>[O:1]([c:2]1[cH:3][c:4]([C:5](=[O:6])[O:7][CH3:8])[cH:9][cH:10][cH:11]1)[CH:12]([CH3:13])[CH2:14][CH3:15].